Dataset: the Open Reaction Database (ORD), a public repository of structured organic reaction records. Task: describe an organic reaction: reactants, conditions, products, and yield Yields the product O=Cc1cnn2c(NC3CC3)cc(Cl)nc12. The reactants are Clc1cc(NC2CC2)n2nccc2n1, CN(C)C=O, O=P(Cl)(Cl)Cl. Reaction SMILES: [Cl:1][c:2]1[n:3][c:4]2[n:5]([c:6]([NH:8][CH:9]3[CH2:10][CH2:11]3)[cH:7]1)[n:12][cH:13][cH:14]2.[O:20]=[CH:21][N:22]([CH3:23])[CH3:24].[P:15]([Cl:16])([Cl:17])([Cl:18])=[O:19]>>[Cl:1][c:2]1[n:3][c:4]2[n:5]([c:6]([NH:8][CH:9]3[CH2:10][CH2:11]3)[cH:7]1)[n:12][cH:13][c:14]2[CH:21]=[O:20]. Starting materials: CC(=O)Oc1cc2c(c3ccccc13)Nc1ccccc1S2, CO, O=C(OO)c1cccc(Cl)c1, ClCCl. Product: CC(=O)Oc1cc2c(c3ccccc13)Nc1ccccc1S2=O. As a reaction SMILES: [C:1]([CH3:2])(=[O:3])[O:4][c:5]1[c:6]2[c:7]([c:8]3[c:17]([cH:18]1)[S:16][c:15]1[c:10]([cH:11][cH:12][cH:13][cH:14]1)[NH:9]3)[cH:19][cH:20][cH:21][cH:22]2.[CH3:37][OH:38].[Cl:23][c:24]1[cH:25][c:26]([C:31](=[O:28])[O:32][OH:33])[cH:27][cH:29][cH:30]1.[Cl:34][CH2:35][Cl:36]>>[C:1]([CH3:2])(=[O:3])[O:4][c:5]1[c:6]2[c:7]([c:8]3[c:17]([cH:18]1)[S:16](=[O:28])[c:15]1[c:10]([cH:11][cH:12][cH:13][cH:14]1)[NH:9]3)[cH:19][cH:20][cH:21][cH:22]2. Reactants: CO, COC(=O)c1sccc1Br, [Na+], C1CCOC1, [OH-]. Yields the product O=C(O)c1sccc1Br. RXN SMILES: [CH3:11][OH:12].[CH3:1][O:2][C:3](=[O:4])[c:5]1[s:6][cH:7][cH:8][c:9]1[Br:10].[Na+:19].[O:13]1[CH2:14][CH2:15][CH2:16][CH2:17]1.[OH-:18]>>[O:2]=[C:3]([OH:4])[c:5]1[s:6][cH:7][cH:8][c:9]1[Br:10]. Reactants: ClC1=CC=CC=2N1N=C(C2C2=NC(=NC(=C2C)C)NC2CCCC2)C2=CC(=CC=C2)C (4-[7-chloro-2-(3-methylphenyl)pyrazolo[1,5-a]pyridin-3-yl]-N-cyclopentyl-5,6-dimethyl-2-pyrimidinamine), C1(CCCC1)N (cyclopentylamine). Run at temperature 90 celsius, time 24 hour. Yields the product C1(CCCC1)NC1=CC=CC=2N1N=C(C2C2=NC(=NC(=C2C)C)NC2CCCC2)C2=CC(=CC=C2)C (N-cyclopentyl-3-[2-(cyclopentylamino)-5,6-dimethyl-4-pyrimidinyl]-2-(3-methylphenyl)pyrazolo[1,5-a]pyridin-7-amine). Yield: 43.8%. As a reaction SMILES: Cl[C:2]1[N:7]2[N:8]=[C:9]([C:25]3[CH:30]=[CH:29][CH:28]=[C:27]([CH3:31])[CH:26]=3)[C:10]([C:11]3[C:16]([CH3:17])=[C:15]([CH3:18])[N:14]=[C:13]([NH:19][CH:20]4[CH2:24][CH2:23][CH2:22][CH2:21]4)[N:12]=3)=[C:6]2[CH:5]=[CH:4][CH:3]=1.[CH:32]1([NH2:37])[CH2:36][CH2:35][CH2:34][CH2:33]1>>[CH:32]1([NH:37][C:2]2[N:7]3[N:8]=[C:9]([C:25]4[CH:30]=[CH:29][CH:28]=[C:27]([CH3:31])[CH:26]=4)[C:10]([C:11]4[C:16]([CH3:17])=[C:15]([CH3:18])[N:14]=[C:13]([NH:19][CH:20]5[CH2:24][CH2:23][CH2:22][CH2:21]5)[N:12]=4)=[C:6]3[CH:5]=[CH:4][CH:3]=2)[CH2:36][CH2:35][CH2:34][CH2:33]1. Reported procedure: A mixture of 4-[7-chloro-2-(3-methylphenyl)pyrazolo[1,5-a]pyridin-3-yl]-N-cyclopentyl-5,6-dimethyl-2-pyrimidinamine (80 mg, 0.19 mmol) and cyclopentylamine (2 mL, 20 mmol) was heated in a sealed tube at 90° C. for 3 hours followed by 125° C. for 24 hours. The reaction mixture was cooled to room temperature and excess cyclopentylamine was removed in vacuo. The crude residue was washed with saturated aqueous sodium bicarbonate solution. The aqueous layer was extracted with ethyl acetate. The combi... Starting materials: CC1=C(C=CC(=C1)N1CC(CC1)CN1C(CCC1)C)N (2-methyl-4-[3-(2-methyl-pyrrolidin-1-ylmethyl)-pyrrolidin-1-yl]-phenylamine), C(C)(=O)N1CC(CCC1)C1=CC=C(C(=O)O)C=C1 (4-(1-acetyl-piperidin-3-yl)-benzoic acid). The product is C(C)(=O)N1CC(CCC1)C1=CC=C(C(=O)NC2=C(C=C(C=C2)N2CC(CC2)CN2C(CCC2)C)C)C=C1 (4-(1-Acetyl-piperidin-3-yl)-N-{2-methyl-4-[3-(2-methyl-pyrrolidin-1-ylmethyl)-pyrrolidin-1-yl]-phenyl}-benzamide). Reaction SMILES: [CH3:1][C:2]1[CH:7]=[C:6]([N:8]2[CH2:12][CH2:11][CH:10]([CH2:13][N:14]3[CH2:18][CH2:17][CH2:16][CH:15]3[CH3:19])[CH2:9]2)[CH:5]=[CH:4][C:3]=1[NH2:20].[C:21]([N:24]1[CH2:29][CH2:28][CH2:27][CH:26]([C:30]2[CH:38]=[CH:37][C:33]([C:34](O)=[O:35])=[CH:32][CH:31]=2)[CH2:25]1)(=[O:23])[CH3:22]>>[C:21]([N:24]1[CH2:29][CH2:28][CH2:27][CH:26]([C:30]2[CH:31]=[CH:32][C:33]([C:34]([NH:20][C:3]3[CH:4]=[CH:5][C:6]([N:8]4[CH2:12][CH2:11][CH:10]([CH2:13][N:14]5[CH2:18][CH2:17][CH2:16][CH:15]5[CH3:19])[CH2:9]4)=[CH:7][C:2]=3[CH3:1])=[O:35])=[CH:37][CH:38]=2)[CH2:25]1)(=[O:23])[CH3:22]. Procedure details: The title compound was prepared in a manner substantially the same as Example 1 by coupling 2-methyl-4-[3-(2-methyl-pyrrolidin-1-ylmethyl)-pyrrolidin-1-yl]-phenylamine with 4-(1-acetyl-piperidin-3-yl)-benzoic acid. MS: 503.3 (M+H).